From a dataset of the Open Reaction Database (ORD), a public repository of structured organic reaction records. describe an organic reaction: reactants, conditions, products, and yield Starting materials: ClC=1C=C(C=CC1)NCCNCC1=CC(=C(C=C1)OC)OC (N-(3-chlorophenyl)-N'-[(3,4-dimethoxyphenyl)methyl]-1,2-ethanediamine), BrC(C(=O)N)CBr (2,3-dibromopropanamide). The product is ClC=1C=C(C=CC1)N1CC(N(CC1)CC1=CC(=C(C=C1)OC)OC)C(=O)N (4-(3-Chlorophenyl)-1-[(3,4-dimethoxyphenyl)methyl]-2-piperazinecarboxamide). Reaction SMILES: [Cl:1][C:2]1[CH:3]=[C:4]([NH:8][CH2:9][CH2:10][NH:11][CH2:12][C:13]2[CH:18]=[CH:17][C:16]([O:19][CH3:20])=[C:15]([O:21][CH3:22])[CH:14]=2)[CH:5]=[CH:6][CH:7]=1.Br[CH:24]([CH2:28]Br)[C:25]([NH2:27])=[O:26]>>[Cl:1][C:2]1[CH:3]=[C:4]([N:8]2[CH2:9][CH2:10][N:11]([CH2:12][C:13]3[CH:18]=[CH:17][C:16]([O:19][CH3:20])=[C:15]([O:21][CH3:22])[CH:14]=3)[CH:24]([C:25]([NH2:27])=[O:26])[CH2:28]2)[CH:5]=[CH:6][CH:7]=1. Reported procedure: In a manner similar to Preparation 1, react N-(3-chlorophenyl)-N'-[(3,4-dimethoxyphenyl)methyl]-1,2-ethanediamine (13.3 g, 41 mmol) with 2,3-dibromopropanamide (19.1 g, 166 mmol) to obtainthe title compound. Starting materials: ClC1=C(C(=O)O)C(=CC=C1)Cl (2,6-dichlorobenzoic acid), O1CCOCCOCCOCCOCCOCC1 (1,4,7,10,13,16-hexaoxacyclooctadecane), [OH-].[K+] (potassium hydroxide), ClCC#N (chloroacetonitrile). Solvent: C1(=CC=CC=C1)C (toluene). The product is ClC1=C(C(=O)OCC#N)C(=CC=C1)Cl (cyanomethyl 2,6-dichlorobenzoate). Isolated yield 61.0%. RXN SMILES: [Cl:1][C:2]1[CH:10]=[CH:9][CH:8]=[C:7]([Cl:11])[C:3]=1[C:4]([OH:6])=[O:5].[OH-].[K+].Cl[CH2:15][C:16]#[N:17].O1CCOCCOCCOCCOCCOCC1>C1(C)C=CC=CC=1>[Cl:1][C:2]1[CH:10]=[CH:9][CH:8]=[C:7]([Cl:11])[C:3]=1[C:4]([O:6][CH2:15][C:16]#[N:17])=[O:5] |f:1.2|. Procedure: This compound was prepared in the manner of Example 1, using 10.0 grams (0.052 mole) of 2,6-dichlorobenzoic acid, 2.9 grams (0.052 mole) of potassium hydroxide, 3.9 grams (0.052 mole) of chloroacetonitrile, and 1.4 grams of 1,4,7,10,13,16-hexaoxacyclooctadecane in 160 ml of dry toluene. The crude product was distilled to give 7.3 grams of cyanomethyl 2,6-dichlorobenzoate; bp 107°/0.006 mm. The ir and the nmr spectra were consistent with the proposed structure. The reactants are Cl.[N+](=O)([O-])C1=C(C=CC=C1)CC1CCCCC(N1)=N (hexahydro-7-[(2-nitrophenyl)methyl]-2H-azepin-2-imine, monohydrochloride), [H][H] (Hydrogen). Reagents/catalysts: [Pd] (Palladium on Carbon). Run in C(C)O (ethanol). The product is Cl.Cl.N=C1CCCCC(N1)CC1=C(C=CC=C1)N (2-[(hexahydro-7-imino-1H-azepin-2-yl)methyl]benzenamine, dihydrochloride). Isolated yield 155.9%. Reaction SMILES: [ClH:1].[N+:2]([C:5]1[CH:10]=[CH:9][CH:8]=[CH:7][C:6]=1[CH2:11][CH:12]1[NH:18][C:17](=[NH:19])[CH2:16][CH2:15][CH2:14][CH2:13]1)([O-])=O.[H][H]>C(O)C.[Pd]>[ClH:1].[ClH:1].[NH:19]=[C:17]1[NH:18][CH:12]([CH2:11][C:6]2[CH:7]=[CH:8][CH:9]=[CH:10][C:5]=2[NH2:2])[CH2:13][CH2:14][CH2:15][CH2:16]1 |f:0.1,5.6.7|. Procedure details: The product of Example 270 (0.150 g, 0.59 mmol) was dissolved in ethanol and treated with 5% Palladium on Carbon under 5 psi of Hydrogen to give the title product (141 mg, 0.46 mmol). Reactants: F[B-](F)(F)F, CCCOc1nc(C(=O)O)cnc1N1CCCC1, CCN(C(C)C)C(C)C, O=CO, CC(C)CC(N)CO, CN(C)C=O, CN(C)C(On1nnc2ccccc21)=[N+](C)C. Yields the product CCCOc1nc(C(=O)NC(CO)CC(C)C)cnc1N1CCCC1. As a reaction SMILES: [B-:19]([F:20])([F:21])([F:22])[F:23].[CH2:1]([CH2:2][CH3:3])[O:4][c:5]1[c:6]([N:14]2[CH2:15][CH2:16][CH2:17][CH2:18]2)[n:7][cH:8][c:9]([C:11](=[O:12])[OH:13])[n:10]1.[CH:41]([N:42]([CH2:43][CH3:44])[CH:45]([CH3:46])[CH3:47])([CH3:48])[CH3:49].[CH:63]([OH:64])=[O:65].[NH2:50][CH:51]([CH2:52][OH:53])[CH2:54][CH:55]([CH3:56])[CH3:57].[O:58]=[CH:59][N:60]([CH3:61])[CH3:62].[n:24]1([O:25][C:26]([N:27]([CH3:28])[CH3:29])=[N+:30]([CH3:31])[CH3:32])[c:33]2[cH:34][cH:35][cH:36][cH:37][c:38]2[n:39][n:40]1>>[CH2:1]([CH2:2][CH3:3])[O:4][c:5]1[c:6]([N:14]2[CH2:15][CH2:16][CH2:17][CH2:18]2)[n:7][cH:8][c:9]([C:11](=[O:13])[NH:50][CH:51]([CH2:52][OH:53])[CH2:54][CH:55]([CH3:56])[CH3:57])[n:10]1. Reactants: ice water, COC1=C(C=CC(=C1)[N+](=O)[O-])N1N=C(N=C1)C (1-(2-methoxy-4-nitrophenyl)-3-methyl-1H-1,2,4-triazole). The reagents and catalysts are [Pd] (Palladium on carbon). Solvent: CO (methanol). Conditions: time 18 hour. The product is COC=1C=C(N)C=CC1N1N=C(N=C1)C (3-methoxy-4-(3-methyl-1H-1,2,4-triazol-1-yl)aniline). Isolated yield 94.1%. Reaction SMILES: [CH3:1][O:2][C:3]1[CH:8]=[C:7]([N+:9]([O-])=O)[CH:6]=[CH:5][C:4]=1[N:12]1[CH:16]=[N:15][C:14]([CH3:17])=[N:13]1>[Pd].CO>[CH3:1][O:2][C:3]1[CH:8]=[C:7]([CH:6]=[CH:5][C:4]=1[N:12]1[CH:16]=[N:15][C:14]([CH3:17])=[N:13]1)[NH2:9]. Procedure details: 10% Palladium on carbon (1.2 g) was added under an atmosphere of nitrogen to a chilled (ice-water bath) solution of 1-(2-methoxy-4-nitrophenyl)-3-methyl-1H-1,2,4-triazole (3.7 g, 12.7 mmol) dissolved in methanol (250 mL). The flask was repeated evacuated and flushed with hydrogen gas (double balloon). The resulting mixture was allowed to warm to rt and left to stir for 18 h under the hydrogen atmosphere. Purged with nitrogen gas. Filtered the crude reaction mixture through a short diatomaceous e... Starting materials: CCC(N)c1ccc(S(=O)(=O)NC(C)(C)C)cc1, CC(N)c1ccccc1. The product is CC(N)c1ccc(S(=O)(=O)NC(C)(C)C)cc1. Reaction SMILES: [NH2:1][CH:2]([CH2:3][CH3:4])[c:5]1[cH:6][cH:7][c:8]([S:11](=[O:12])(=[O:13])[NH:14][C:15]([CH3:16])([CH3:17])[CH3:18])[cH:9][cH:10]1.[c:19]1([CH:20]([NH2:21])[CH3:22])[cH:23][cH:24][cH:25][cH:26][cH:27]1>>[NH2:1][CH:2]([CH3:3])[c:5]1[cH:6][cH:7][c:8]([S:11](=[O:12])(=[O:13])[NH:14][C:15]([CH3:16])([CH3:17])[CH3:18])[cH:9][cH:10]1. The reactants are C(C1=CC=CC=C1)N([C@H]1C[C@H](C(C1)(C(=O)OCC)C)CC)CC1=CC=CC=C1 ((2R,4S)-ethyl 4-(dibenzylamino)-2-ethyl-1-methylcyclopentanecarboxylate), C(C1=CC=CC=C1)N([C@@H]1C[C@@H](C(C1)(C(=O)OCC)C)CC)CC1=CC=CC=C1 ((2S,4R)-ethyl 4-(dibenzylamino)-2-ethyl-1-methylcyclopentanecarboxylate). Product: N[C@H]1C[C@H](C(C1)(C(=O)OCC)C)CC ((2R,4S)-ethyl 4-amino-2-ethyl-1-methylcyclopentanecarboxylate), N[C@@H]1C[C@@H](C(C1)(C(=O)OCC)C)CC ((2S,4R)-ethyl 4-amino-2-ethyl-1-methylcyclopentanecarboxylate). The yield is 100.0%. RXN SMILES: C([N:8](CC1C=CC=CC=1)[C@@H:9]1[CH2:13][C:12]([CH3:19])([C:14]([O:16][CH2:17][CH3:18])=[O:15])[C@H:11]([CH2:20][CH3:21])[CH2:10]1)C1C=CC=CC=1.C([N:36](CC1C=CC=CC=1)[C@H:37]1[CH2:41][C:40]([CH3:47])([C:42]([O:44][CH2:45][CH3:46])=[O:43])[C@@H:39]([CH2:48][CH3:49])[CH2:38]1)C1C=CC=CC=1>>[NH2:8][C@@H:9]1[CH2:13][C:12]([CH3:19])([C:14]([O:16][CH2:17][CH3:18])=[O:15])[C@H:11]([CH2:20][CH3:21])[CH2:10]1.[NH2:36][C@H:37]1[CH2:41][C:40]([CH3:47])([C:42]([O:44][CH2:45][CH3:46])=[O:43])[C@@H:39]([CH2:48][CH3:49])[CH2:38]1. Procedure: A mixture of (2R,4S)-ethyl 4-(dibenzylamino)-2-ethyl-1-methylcyclopentanecarboxylate and (2S,4R)-ethyl 4-(dibenzylamino)-2-ethyl-1-methylcyclopentanecarboxylate (0.864 g, 2.28 mmol) was debenzylated using General Procedure FF to give (2R,4S)-ethyl 4-amino-2-ethyl-1-methylcyclopentanecarboxylate and (2S,4R)-ethyl 4-amino-2-ethyl-1-methylcyclopentanecarboxylate (0.45 g, 100%). LC/MS (Table 2, Method a) Rt=1.55 min; MS m/z: 200 (M+H)+.